From a dataset of the Open Reaction Database (ORD), a public repository of structured organic reaction records. describe an organic reaction: reactants, conditions, products, and yield The reactants are Cl (HCl), N1CC(C1)C(=O)N1CCN(CCC1)C1CCC1 (1-(azetidin-3-ylcarbonyl)-4-cyclobutyl-1,4-diazepane), CCN(C(C)C)C(C)C (DIPEA), O1CCC(CC1)CC(=O)Cl (tetrahydropyran-4-yl acetyl chloride). The solvent is O (water), C(Cl)Cl (DCM), C(Cl)Cl (DCM). Reaction conditions: time 16 hour. Product: C1(CCC1)N1CCN(CCC1)C(=O)C1CN(C1)C(CC1CCOCC1)=O (1-cyclobutyl-4-{[1-(tetrahydro-2H-pyran-4-ylacetyl)azetidin-3-yl]carbonyl}-1,4-diazepane). Isolated yield 2.5%. As a reaction SMILES: [NH:1]1[CH2:4][CH:3]([C:5]([N:7]2[CH2:13][CH2:12][CH2:11][N:10]([CH:14]3[CH2:17][CH2:16][CH2:15]3)[CH2:9][CH2:8]2)=[O:6])[CH2:2]1.CCN(C(C)C)C(C)C.[O:27]1[CH2:32][CH2:31][CH:30]([CH2:33][C:34](Cl)=[O:35])[CH2:29][CH2:28]1.Cl>C(Cl)Cl.O>[CH:14]1([N:10]2[CH2:11][CH2:12][CH2:13][N:7]([C:5]([CH:3]3[CH2:2][N:1]([C:34](=[O:35])[CH2:33][CH:30]4[CH2:31][CH2:32][O:27][CH2:28][CH2:29]4)[CH2:4]3)=[O:6])[CH2:8][CH2:9]2)[CH2:17][CH2:16][CH2:15]1. Procedure details: To a stirred solution of 1-(azetidin-3-ylcarbonyl)-4-cyclobutyl-1,4-diazepane (30 mg, 0.13 mmol) and DIPEA (42 μl, 0.25 mmol) in DCM (1 ml) was added tetrahydropyran-4-yl acetyl chloride (21 mg, 0.13 mmol) in DCM (1 ml). The reaction mixture stirred at RT for 16 hrs. Upon completion, water and 1M HCl were added and the reaction mixture was washed with DCM (3×5 ml). The combined organic phases were dried (MgSO4), filtered and concentrated at reduced pressure. The residue was purified by preparati...